From a dataset of the Open Reaction Database (ORD), a public repository of structured organic reaction records. describe an organic reaction: reactants, conditions, products, and yield The reactants are N1C=NC=C1 (imidazole), N1C(=O)NC(=O)NC1=O (isocyanuric acid). Yields the product N1C=NC=C1.N1C(=O)NC(=O)NC1=O (imidazole isocyanuric acid). Reaction SMILES: [NH:1]1[CH:5]=[CH:4][N:3]=[CH:2]1.[NH:6]1[C:13](=[O:14])[NH:12][C:10](=[O:11])[NH:9][C:7]1=[O:8]>>[NH:1]1[CH:5]=[CH:4][N:3]=[CH:2]1.[NH:6]1[C:13](=[O:14])[NH:12][C:10](=[O:11])[NH:9][C:7]1=[O:8] |f:2.3|. Procedure: Heretofore, in a process for obtaining an adduct of imidazole-isocyanuric acid, water, aqueous solution of acetic acid, or dimethylformamide is used as a solvent. An imidazole compound and isocyanuric acid are charged into the solvent as it is in a solid to react by addition, and then crystallized while cooling, thereby being obtained an adduct of imidazole-isocyanuric acid. (confer JP-A-53-116391).